This data is from the Open Reaction Database (ORD), a public repository of structured organic reaction records. The task is: describe an organic reaction: reactants, conditions, products, and yield Reactants: C(C)(C)(C)OC(N(CCC)N1C(C2=C(C=CC=C2C(=C1CBr)C(N[C@H](C1=CC(=CC=C1)F)C1CCC1)=O)F)=O)=O ((3-Bromomethyl-4-{[(S)-cyclobutyl-(3-fluoro-phenyl)-methyl]-carbamoyl}-8-fluoro-1-oxo-1H-isoquinolin-2-yl)-propyl-carbamic acid tert-butyl ester). Run in ClCCCl (1,2-dichloroethane), FC(C(=O)O)(F)F (trifluoroacetic acid). The product is C1(CCC1)[C@@H](C1=CC(=CC=C1)F)NC(=O)C1=C(N(C(C2=C(C=CC=C12)F)=O)NCCC)CBr (3-Bromomethyl-8-fluoro-1-oxo-2-propylamino-1,2-dihydro-isoquinoline-4-carboxylic acid [(S)-cyclobutyl-(3-fluoro-phenyl)-methyl]-amide). Reaction SMILES: C(OC(=O)[N:7]([N:11]1[C:20]([CH2:21][Br:22])=[C:19]([C:23](=[O:37])[NH:24][C@@H:25]([CH:33]2[CH2:36][CH2:35][CH2:34]2)[C:26]2[CH:31]=[CH:30][CH:29]=[C:28]([F:32])[CH:27]=2)[C:18]2[C:13](=[C:14]([F:38])[CH:15]=[CH:16][CH:17]=2)[C:12]1=[O:39])[CH2:8][CH2:9][CH3:10])(C)(C)C>ClCCCl.FC(F)(F)C(O)=O>[CH:33]1([C@H:25]([NH:24][C:23]([C:19]2[C:18]3[C:13](=[C:14]([F:38])[CH:15]=[CH:16][CH:17]=3)[C:12](=[O:39])[N:11]([NH:7][CH2:8][CH2:9][CH3:10])[C:20]=2[CH2:21][Br:22])=[O:37])[C:26]2[CH:31]=[CH:30][CH:29]=[C:28]([F:32])[CH:27]=2)[CH2:36][CH2:35][CH2:34]1. Procedure details: 0.15 mg (3-Bromomethyl-4-{[(S)-cyclobutyl-(3-fluoro-phenyl)-methyl]-carbamoyl}-8-fluoro-1-oxo-1H-isoquinolin-2-yl)-propyl-carbamic acid tert-butyl ester was stirred at room temperature over night in 2 mL 1,2-dichloroethane and 2 mL trifluoroacetic acid. The reaction mixture was concentrated in vacuo to give the title compound. Reactants: [Br-], O=[N+]([O-])c1ccc(Br)nc1, CCCC[N+](CCCC)(CCCC)CCCC, [H-], [Na+], OC1CCN(c2ccncc2)C1. Yields the product O=[N+]([O-])c1ccc(OC2CCN(c3ccncc3)C2)nc1. Reaction SMILES: [Br-:25].[Br:15][c:16]1[n:17][cH:18][c:19]([N+:22](=[O:23])[O-:24])[cH:20][cH:21]1.[CH2:26]([N+:27]([CH2:28][CH2:29][CH2:30][CH3:31])([CH2:32][CH2:33][CH2:34][CH3:35])[CH2:36][CH2:37][CH2:38][CH3:39])[CH2:40][CH2:41][CH3:42].[H-:1].[Na+:2].[n:3]1[cH:4][cH:5][c:6]([N:9]2[CH2:10][CH:11]([OH:14])[CH2:12][CH2:13]2)[cH:7][cH:8]1>>[n:3]1[cH:4][cH:5][c:6]([N:9]2[CH2:10][CH:11]([O:14][c:16]3[n:17][cH:18][c:19]([N+:22](=[O:23])[O-:24])[cH:20][cH:21]3)[CH2:12][CH2:13]2)[cH:7][cH:8]1. Reactants: Cl.NCCNC(OCC1=CC=CC=C1)=O (benzyl N-(2-aminoethyl)carbamate hydrochloride), 21, CN1CCOCC1 (4-methylmorpholine), C(C)(C)(C)OC(=O)NCC(C(=O)OC)NS(=O)(=O)C1=C(C=C(OCCCC(=O)O)C=C1C)C (4-(4-(((2-((tert-Butoxy)carbonylamino)-1-(methoxycarbonyl)ethyl) amino)sulfonyl)-3,5-dimethylphenoxy)butanoic acid), CC(C(=O)Cl)(C)C (trimethylacetyl chloride), CN1CCOCC1 (4-methylmorpholine). The solvent is CN(C)C=O (DMF), C(Cl)Cl (CH2Cl2). Run at time 1 hour. The product is C(C)(C)(C)OC(=O)NC[C@@H](C(=O)OC)NS(=O)(=O)C1=C(C=C(C=C1C)OCCCC(NCCNC(=O)OCC1=CC=CC=C1)=O)C (Methyl (2S)-3-[(tert-butoxy)carbonylamino]-2-[({2,6-dimethyl-4-[3-(N-{2-[(phenylmethyoxy)carbonylamino]ethyl}carbamoyl)propoxy]phenyl}sulfonyl) amino]propanoate). Reaction SMILES: [C:1]([O:5][C:6]([NH:8][CH2:9][CH:10]([NH:15][S:16]([C:19]1[C:31]([CH3:32])=[CH:30][C:22]([O:23][CH2:24][CH2:25][CH2:26][C:27](O)=[O:28])=[CH:21][C:20]=1[CH3:33])(=[O:18])=[O:17])[C:11]([O:13][CH3:14])=[O:12])=[O:7])([CH3:4])([CH3:3])[CH3:2].CN1CCOCC1.CC(C)(C)C(Cl)=O.Cl.[NH2:49][CH2:50][CH2:51][NH:52][C:53](=[O:62])[O:54][CH2:55][C:56]1[CH:61]=[CH:60][CH:59]=[CH:58][CH:57]=1>C(Cl)Cl.CN(C=O)C>[C:1]([O:5][C:6]([NH:8][CH2:9][C@H:10]([NH:15][S:16]([C:19]1[C:31]([CH3:32])=[CH:30][C:22]([O:23][CH2:24][CH2:25][CH2:26][C:27](=[O:28])[NH:49][CH2:50][CH2:51][NH:52][C:53]([O:54][CH2:55][C:56]2[CH:57]=[CH:58][CH:59]=[CH:60][CH:61]=2)=[O:62])=[CH:21][C:20]=1[CH3:33])(=[O:18])=[O:17])[C:11]([O:13][CH3:14])=[O:12])=[O:7])([CH3:2])([CH3:3])[CH3:4] |f:3.4|. Procedure: To a solution of the crude phenoxybutanoic acid (20) from the previous reaction (2.75 g) in CH2Cl2 (150 mL) cooled in an ice water bath was added 4-methylmorpholine (0.89 g, 8.8 mmol) and then trimethylacetyl chloride (1.06 g, 8.8 mmol). The reaction mixture was allowed to warm to rt. After 1 h, the reaction mixture was concentrated in vacuo then DMF (100 mL) was added and this was also removed in vacuo (to remove any unreacted trimethylacetyl chloride, bp 105-106° C.). The crude product was red...